Dataset: the Open Reaction Database (ORD), a public repository of structured organic reaction records. Task: describe an organic reaction: reactants, conditions, products, and yield The reactants are [Na] (sodium), C(C)(CC)C(C(=O)OC)C(=O)OC (dimethyl secbutylmalonate), NC(=O)N (urea). The solvent is C(C)O (ethanol). The product is C(C)(CC)C1C(NC(NC1=O)=O)=O (5-Secbutyl Barbituric Acid). The yield is 43.4%. Reaction SMILES: [Na].[CH:2]([CH:6]([C:11]([O:13]C)=O)[C:7]([O:9]C)=O)([CH2:4][CH3:5])[CH3:3].[NH2:15][C:16]([NH2:18])=[O:17]>C(O)C>[CH:2]([CH:6]1[C:7](=[O:9])[NH:18][C:16](=[O:17])[NH:15][C:11]1=[O:13])([CH2:4][CH3:5])[CH3:3] |^1:0|. Reported procedure: 110 mL of anhydrous ethanol was reacted with 7.72 g of sodium metal. Subsequently 17.6 g (0.1 mol) of dimethyl secbutylmalonate was added, followed (after about 5 minutes) by urea (6.72 g). The reaction mixture was refluxed for 15 hours and 60 mL of ethanol was distilled off. 200 mL of water was added to the residue followed by 20 mL of concentrated sulfuric acid. Precipitated crystals were filtered off. The product was then recrystallized from water to yield 8 g of colorless crystals. Reactants: C1CC2=CC=CC=C2C(=O)C1 (α-tetralone), N1=CC=C(C=C1)C=O (4-pyridinecarboxaldehyde), N1CCCCC1 (piperidine). Run in C(C)(=O)O (acetic acid). Product: N1=CC=C(C=C1)C=C1C(C2=CC=CC=C2CC1)=O (2-(4-pyridylmethylene)- 1-tetralone). RXN SMILES: [CH2:1]1[CH2:11][C:9](=[O:10])[C:8]2[C:3](=[CH:4][CH:5]=[CH:6][CH:7]=2)[CH2:2]1.[N:12]1[CH:17]=[CH:16][C:15]([CH:18]=O)=[CH:14][CH:13]=1.N1CCCCC1>C(O)(=O)C>[N:12]1[CH:17]=[CH:16][C:15]([CH:18]=[C:11]2[CH2:1][CH2:2][C:3]3[C:8](=[CH:7][CH:6]=[CH:5][CH:4]=3)[C:9]2=[O:10])=[CH:14][CH:13]=1. Procedure details: A mixture of 73.0 grams (0.50 moles) of α-tetralone, 64.2 grams (0.60 moles) of 4-pyridinecarboxaldehyde, 10 grams of piperidine and 10 grams of acetic acid are heated at 80° for 19 hours. The resultant solid is crystallized from about 400 ml. of ethanol to give 2-(4-pyridylmethylene)- 1-tetralone; (m.p. 112°-114°C). Reactants: C1CCOC1, CN, Cc1ccc(S(=O)(=O)OCCCOc2ccc3[nH]nc(S(=O)(=O)c4cccc5ccccc45)c3c2)cc1. Yields the product CNCCCOc1ccc2[nH]nc(S(=O)(=O)c3cccc4ccccc34)c2c1. RXN SMILES: [CH2:38]1[O:39][CH2:40][CH2:41][CH2:42]1.[CH3:43][NH2:44].[c:1]1([S:11](=[O:12])(=[O:13])[c:14]2[n:15][nH:16][c:17]3[cH:18][cH:19][c:20]([O:23][CH2:24][CH2:25][CH2:26][O:27][S:28]([c:29]4[cH:30][cH:31][c:32]([CH3:33])[cH:34][cH:35]4)(=[O:36])=[O:37])[cH:21][c:22]23)[cH:2][cH:3][cH:4][c:5]2[cH:6][cH:7][cH:8][cH:9][c:10]12>>[c:1]1([S:11](=[O:12])(=[O:13])[c:14]2[n:15][nH:16][c:17]3[cH:18][cH:19][c:20]([O:23][CH2:24][CH2:25][CH2:26][NH:44][CH3:43])[cH:21][c:22]23)[cH:2][cH:3][cH:4][c:5]2[cH:6][cH:7][cH:8][cH:9][c:10]12. Reactants: BrC=1N=C(SC1C)C (4-bromo-2,5-dimethyl-1,3-thiazole), COC1=NC=C(C(=N1)OC)B(O)O ([2,4-bis(methyloxy)-5-pyrimidinyl]boronic acid), C([O-])(O)=O.[Na+] (Sodium bicarbonate). The reagents and catalysts are C=1C=CC(=CC1)[P](C=2C=CC=CC2)(C=3C=CC=CC3)[Pd]([P](C=4C=CC=CC4)(C=5C=CC=CC5)C=6C=CC=CC6)([P](C=7C=CC=CC7)(C=8C=CC=CC8)C=9C=CC=CC9)[P](C=1C=CC=CC1)(C=1C=CC=CC1)C=1C=CC=CC1 (Tetrakis(triphenylphosphine)palladium). Solvent: COCCOC (1,2-Dimethoxyethane), C(Cl)Cl (DCM). Run at time 30 minute. Yields the product CC=1SC(=C(N1)C=1C(=NC(=NC1)OC)OC)C (5-(2,5-dimethyl-1,3-thiazol-4-yl)-2,4-bis(methyloxy)pyrimidine). As a reaction SMILES: Br[C:2]1[N:3]=[C:4]([CH3:8])[S:5][C:6]=1[CH3:7].[CH3:9][O:10][C:11]1[N:16]=[C:15]([O:17][CH3:18])[C:14](B(O)O)=[CH:13][N:12]=1.C(=O)(O)[O-].[Na+]>COCCOC.C(Cl)Cl.C1C=CC([P]([Pd]([P](C2C=CC=CC=2)(C2C=CC=CC=2)C2C=CC=CC=2)([P](C2C=CC=CC=2)(C2C=CC=CC=2)C2C=CC=CC=2)[P](C2C=CC=CC=2)(C2C=CC=CC=2)C2C=CC=CC=2)(C2C=CC=CC=2)C2C=CC=CC=2)=CC=1>[CH3:8][C:4]1[S:5][C:6]([CH3:7])=[C:2]([C:14]2[C:15]([O:17][CH3:18])=[N:16][C:11]([O:10][CH3:9])=[N:12][CH:13]=2)[N:3]=1 |f:2.3,^1:39,41,60,79|. Procedure details: To a solution of 4-bromo-2,5-dimethyl-1,3-thiazole (commercially available from Apollo Scientific Ltd, 410 mg, 2.135 mmol) in 1,2-Dimethoxyethane (DME) (6.5 mL), Tetrakis(triphenylphosphine)palladium (123 mg, 0.107 mmol) was added and the mixture was stirred at rt for 30 minutes. Then [2,4-bis(methyloxy)-5-pyrimidinyl]boronic acid (commercially available from Aldrich, 916 mg, 4.48 mmol) and 1M Sodium bicarbonate aqueous solution (5.83 mL, 5.83 mmol) were added. The reaction mixture was then stir... Starting materials: C(C1=CC=CC=C1)[C@@H]1C(N[C@H]1CCO)=O (trans-3-benzyl-4-(2-hydroxyethyl)-2-azetidinone), 8-oxo-2,2-dimethyl-7α-benzyl-3-oxa-1-azabicyclo[4.2.0]octane, O1C(CCCC1)N1C(CC1CCOC1OCCCC1)=O (1-(2-tetrahydropyranyl)-4-[2-(2-tetrahydropyranyl)oxyethyl]-2-azetidinone). Product: C[C@@H]1C(N[C@@H]1CCO)=O (cis-3-methyl-4-(2'-hydroxyethyl)-2-azetidinone). RXN SMILES: [CH2:1]([C@H:8]1[C@H:11]([CH2:12][CH2:13][OH:14])[NH:10][C:9]1=[O:15])C1C=CC=CC=1.O1CCCCC1N1C(CCOC2CCCCO2)CC1=O>>[CH3:1][C@H:8]1[C@@H:11]([CH2:12][CH2:13][OH:14])[NH:10][C:9]1=[O:15]. Procedure details: Following the procedure described for the preparation of trans-3-benzyl-4-(2-hydroxyethyl)-2-azetidinone from 8-oxo-2,2-dimethyl-7α-benzyl-3-oxa-1-azabicyclo[4.2.0]octane and using 8-oxo-2,2-dimethyl-7β-methyl-3-oxa-1-azabicyclo[4.2.0]octane one obtains cis-3-methyl-4-(2'-hydroxyethyl)-2-azetidinone.